Dataset: the Open Reaction Database (ORD), a public repository of structured organic reaction records. Task: describe an organic reaction: reactants, conditions, products, and yield Starting materials: CC(C)(C)OC(=O)N1CCC(n2[nH]c(=O)c(-c3ccc(Cl)cc3)c2-c2ccncc2)CC1, CCOC(C)=O, CI, [LiH], CN(C)C=O. Product: COc1nn(C2CCN(C(=O)OC(C)(C)C)CC2)c(-c2ccncc2)c1-c1ccc(Cl)cc1. As a reaction SMILES: [C:1]([CH3:2])([CH3:3])([CH3:4])[O:5][C:6](=[O:7])[N:8]1[CH2:9][CH2:10][CH:11]([n:14]2[nH:15][c:16](=[O:32])[c:17](-[c:25]3[cH:26][cH:27][c:28]([Cl:31])[cH:29][cH:30]3)[c:18]2-[c:19]2[cH:20][cH:21][n:22][cH:23][cH:24]2)[CH2:12][CH2:13]1.[CH3:41][CH2:42][O:43][C:44](=[O:45])[CH3:46].[I:34][CH3:35].[LiH:33].[O:36]=[CH:37][N:38]([CH3:39])[CH3:40]>>[C:1]([CH3:2])([CH3:3])([CH3:4])[O:5][C:6](=[O:7])[N:8]1[CH2:9][CH2:10][CH:11]([n:14]2[n:15][c:16]([O:32][CH3:35])[c:17](-[c:25]3[cH:26][cH:27][c:28]([Cl:31])[cH:29][cH:30]3)[c:18]2-[c:19]2[cH:20][cH:21][n:22][cH:23][cH:24]2)[CH2:12][CH2:13]1.